This data is from the Open Reaction Database (ORD), a public repository of structured organic reaction records. The task is: describe an organic reaction: reactants, conditions, products, and yield Yields the product Cl.NC=1SC[C@H]2[C@@](N1)(CN(C2)C2=NC=C(C=N2)F)C=2C=C(C=CC2F)NC(=O)C2=NC=C(C=C2)F (N-[3-[(4aR,7aS)-2-Amino-6-(5-fluoropyrimidin-2-yl)-4,4a,5,7-tetrahydropyrrolo[3,4-d][1,3]thiazin-7a-yl]-4-fluoro-phenyl]-5-fluoro-pyridine-2-carboxamide hydrochloride). The reactants are NC=1SCC2C(N1)(CN(C2)C2=NC=C(C=N2)F)C=2C=C(C=CC2F)NC(=O)C2=NC=C(C=C2)F (Racemic N-[3-[2-amino-6-(5-fluoropyrimidin-2-yl)-4,4a,5,7-tetrahydropyrrolo[3,4-d][1,3]thiazin-7a-yl]-4-fluoro-phenyl]-5-fluoro-pyridine-2-carboxamide), CO (methanol), CO (methanol), Cl (hydrogen chloride), C(C)OCC (diethyl ether), CO (methanol). Procedure details: Racemic N-[3-[2-amino-6-(5-fluoropyrimidin-2-yl)-4,4a,5,7-tetrahydropyrrolo[3,4-d][1,3]thiazin-7a-yl]-4-fluoro-phenyl]-5-fluoro-pyridine-2-carboxamide (451 mg, 929 μmol) is chirally purified by SFC (Column: Chiralcel OD-H (5 um), 2.1×25 cm; eluent: 40% methanol (0.2% isopropylamine) in CO2; flow 70 mL/min at UV 225 nm). Chiral analysis of the first eluting isomer: Column: Chiralcel OD-H (5 μm), 4.6×150 mm; eluent: 40% methanol (0.2% isopropylamine) in CO2; flow 5 mL/min at UV 225 nm confirms the... Yield: 38.0%. Reaction SMILES: [NH2:1][C:2]1[S:3][CH2:4][CH:5]2[CH2:10][N:9]([C:11]3[N:16]=[CH:15][C:14]([F:17])=[CH:13][N:12]=3)[CH2:8][C:6]2([C:18]2[CH:19]=[C:20]([NH:25][C:26]([C:28]3[CH:33]=[CH:32][C:31]([F:34])=[CH:30][N:29]=3)=[O:27])[CH:21]=[CH:22][C:23]=2[F:24])[N:7]=1.CO.[ClH:37].C(OCC)C>C(=O)=O.ClCCl>[ClH:37].[NH2:1][C:2]1[S:3][CH2:4][C@@H:5]2[CH2:10][N:9]([C:11]3[N:16]=[CH:15][C:14]([F:17])=[CH:13][N:12]=3)[CH2:8][C@:6]2([C:18]2[CH:19]=[C:20]([NH:25][C:26]([C:28]3[CH:33]=[CH:32][C:31]([F:34])=[CH:30][N:29]=3)=[O:27])[CH:21]=[CH:22][C:23]=2[F:24])[N:7]=1 |f:6.7|. Run in C(=O)=O (CO2), C(=O)=O (CO2), ClCCl (dichloromethane). The product is OCC(CCCSCCCC(CO)(C1=CC=CC=C1)C)(C1=CC=CC=C1)C (5-(5-hydroxy-4-methyl-4-phenylpentylsulfanyl)-2-methyl-2-phenylpentan-1-ol). Run in ClCCl (dichloromethane), ClCCl (dichloromethane). Isolated yield 48.0%. Procedure: Under nitrogen atmosphere, methanol (1.60 g, 50.5 mmol) was added drop-wise to a suspension of LiBH4 (1.10 g, 50.5 mmol) in dichloromethane (20 mL) at rt. A solution of 5-(4-ethoxycarbonyl-4-phenyl-pentylsulfanyl)-2-methyl-2-phenyl-pentanoic acid ethyl ester (7.75 g, 16.5 mmol) in dichloromethane (100 ml) was added drop-wise at gentle reflux. The mixture was stirred under reflux for 16 h, then cooled to rt and carefully hydrolized with 2 N hydrochloric acid (50 mL) and saturated ammonium chlorid... Reactants: [Li+].[BH4-] (LiBH4), C(C)OC(C(CCCSCCCC(C)(C1=CC=CC=C1)C(=O)OCC)(C1=CC=CC=C1)C)=O (5-(4-ethoxycarbonyl-4-phenyl-pentylsulfanyl)-2-methyl-2-phenyl-pentanoic acid ethyl ester), CO (methanol), Cl (hydrochloric acid), [Cl-].[NH4+] (ammonium chloride). As a reaction SMILES: CO.[Li+].[BH4-].C([O:7][C:8](=O)[C:9]([CH3:36])([C:30]1[CH:35]=[CH:34][CH:33]=[CH:32][CH:31]=1)[CH2:10][CH2:11][CH2:12][S:13][CH2:14][CH2:15][CH2:16][C:17]([C:25](OCC)=[O:26])([C:19]1[CH:24]=[CH:23][CH:22]=[CH:21][CH:20]=1)[CH3:18])C.Cl.[Cl-].[NH4+]>ClCCl>[OH:7][CH2:8][C:9]([CH3:36])([C:30]1[CH:35]=[CH:34][CH:33]=[CH:32][CH:31]=1)[CH2:10][CH2:11][CH2:12][S:13][CH2:14][CH2:15][CH2:16][C:17]([CH3:18])([C:19]1[CH:24]=[CH:23][CH:22]=[CH:21][CH:20]=1)[CH2:25][OH:26] |f:1.2,5.6|. Reactants: CC(=O)Cl, COc1nc(N)cc(N)c1C#N, O, c1ccncc1. The product is COc1nc(NC(C)=O)cc(N)c1C#N. RXN SMILES: [CH3:13][C:14]([Cl:15])=[O:16].[NH2:1][c:2]1[cH:3][c:4]([NH2:12])[n:5][c:6]([O:10][CH3:11])[c:7]1[C:8]#[N:9].[OH2:23].[cH:17]1[cH:18][cH:19][n:20][cH:21][cH:22]1>>[NH2:1][c:2]1[cH:3][c:4]([NH:12][C:14]([CH3:13])=[O:16])[n:5][c:6]([O:10][CH3:11])[c:7]1[C:8]#[N:9].